This data is from the Open Reaction Database (ORD), a public repository of structured organic reaction records. The task is: describe an organic reaction: reactants, conditions, products, and yield Procedure: To a cooled solution (−78° C.) of 6-methoxy-3-methyl-1,3-dihydro-indol-2-one (679 mg, 3.83 mmol, example 77) in THF (13 mL) is added TMEDA (1.16 mL, 7.66 mmol) followed by dropwise addition of 2.5M n-BuLi (3.06 mL, 7.66 mmol). The mixture is stirred 15 min then warmed to −25° C. Iodomethane (275 μL, 4.40 mmol) is added dropwise and stirred for 30 min. Reaction is quenched with sat NH4Cl soln, warmed to room temp and diluted with EtOAc. Washed organic layer with sat NH4Cl soln, brine, dried over ... As a reaction SMILES: [CH3:1][O:2][C:3]1[CH:11]=[C:10]2[C:6]([CH:7]([CH3:13])[C:8](=[O:12])[NH:9]2)=[CH:5][CH:4]=1.[CH3:14]N(CCN(C)C)C.[Li]CCCC.IC>C1COCC1>[CH3:1][O:2][C:3]1[CH:11]=[C:10]2[C:6]([C:7]([CH3:14])([CH3:13])[C:8](=[O:12])[NH:9]2)=[CH:5][CH:4]=1. The product is COC1=CC=C2C(C(NC2=C1)=O)(C)C (6-Methoxy-3,3-dimethyl-1,3-dihydro-indol-2-one). Conditions: temperature -25 celsius, time 15 minute. Run in C1CCOC1 (THF). Reactants: COC1=CC=C2C(C(NC2=C1)=O)C (6-Methoxy-3-methyl-1,3-dihydro-indol-2-one), CN(C)CCN(C)C (TMEDA), IC (Iodomethane), [Li]CCCC (n-BuLi).